Dataset: the Open Reaction Database (ORD), a public repository of structured organic reaction records. Task: describe an organic reaction: reactants, conditions, products, and yield The reactants are NCC1CCCN1Cc1ccccc1, COC(=O)c1cc(S(N)(=O)=O)cc2c1OC(C)C2, O, OCCOCCO. Product: CC1Cc2cc(S(N)(=O)=O)cc(C(=O)NCC3CCCN3Cc3ccccc3)c2O1. Reaction SMILES: [CH2:19]([c:20]1[cH:21][cH:22][cH:23][cH:24][cH:25]1)[N:26]1[CH:27]([CH2:31][NH2:32])[CH2:28][CH2:29][CH2:30]1.[CH3:1][CH:2]1[O:3][c:4]2[c:5]([cH:7][c:8]([S:15]([NH2:16])(=[O:17])=[O:18])[cH:9][c:10]2[C:11]([O:13][CH3:12])=[O:14])[CH2:6]1.[OH2:33].[OH:34][CH2:35][CH2:36][O:37][CH2:38][CH2:39][OH:40]>>[CH3:1][CH:2]1[O:3][c:4]2[c:5]([cH:7][c:8]([S:15]([NH2:16])(=[O:17])=[O:18])[cH:9][c:10]2[C:11](=[O:13])[NH:32][CH2:31][CH:27]2[N:26]([CH2:19][c:20]3[cH:21][cH:22][cH:23][cH:24][cH:25]3)[CH2:30][CH2:29][CH2:28]2)[CH2:6]1. Reactants: Na2S2O5, ClC=1C(=CC(=NC1)OCCCCC1CCN(CC1)C)C=O (5-Chloro-2-[4-(1-methyl-piperidin-4-yl)-butoxy]-pyridine-4-carbaldehyde), CN(C)C=O (DMF), FC=1C(=C(C(=CC1)N)N)C (4-fluoro-3-methyl-benzene-1,2-diamine), [Li+].CC(C)[N-]C(C)C (LDA), CCCCCCC.C1CCOC1 (heptane THF), ClC=1C=CC(=NC1)OCCCCC1CCN(CC1)C (5-chloro-2-[4-(1-methyl-piperidin-4-yl)-butoxy]-pyridine), ClC=1C(=CC(=NC1)OCCCCC1CCN(CC1)C)C=O (5-chloro-2-[4-(1-methyl-piperidin-4-yl)-butoxy]-pyridine-4-carbaldehyde). Run in C1CCOC1 (THF), C1CCOC1 (THF). Conditions: temperature -78 celsius, time 30 minute. Yields the product ClC=1C(=CC(=NC1)OCCCCC1CCN(CC1)C)C1=NC2=C(N1)C=CC(=C2C)F (2-{5-Chloro-2-[4-(1-methyl-piperidin-4-yl)-butoxy]-pyridin-4-yl}-5-fluoro-4-methyl-1H-benzoimidazole). Yield: 18.0%. As a reaction SMILES: [Cl:1][C:2]1[C:3]([CH:20]=O)=[CH:4][C:5]([O:8][CH2:9][CH2:10][CH2:11][CH2:12][CH:13]2[CH2:18][CH2:17][N:16]([CH3:19])[CH2:15][CH2:14]2)=[N:6][CH:7]=1.[Li+].CC([N-]C(C)C)C.CCCCCCC.C1COCC1.ClC1C=CC(OCCCCC2CCN(C)CC2)=NC=1.CN(C=O)C.[F:66][C:67]1[C:68]([CH3:75])=[C:69]([NH2:74])[C:70]([NH2:73])=[CH:71][CH:72]=1>C1COCC1>[Cl:1][C:2]1[C:3]([C:20]2[NH:73][C:70]3[CH:71]=[CH:72][C:67]([F:66])=[C:68]([CH3:75])[C:69]=3[N:74]=2)=[CH:4][C:5]([O:8][CH2:9][CH2:10][CH2:11][CH2:12][CH:13]2[CH2:18][CH2:17][N:16]([CH3:19])[CH2:15][CH2:14]2)=[N:6][CH:7]=1 |f:1.2,3.4|. Reported procedure: 5-Chloro-2-[4-(1-methyl-piperidin-4-yl)-butoxy]-pyridine. To a stirred solution of 4-(1-methyl-piperidin-4-yl)-butan-1-ol (1.5 g, 8.77 mmol, 1.0 equiv) in DMF (10 mL) under an atmosphere of nitrogen, was added 60% sodium hydride (573 mg, 14.3 mmol, 1.5 equiv) portion wise. Once the initial effervescence had subsided, the mixture was heated at 60° C. for 1 h, then was cooled to rt. A solution of 2,5-dichloropyridine (1.42 mg, 9.55 mmol, 1.1 equiv) in DMF (10 mL) was then added and the mixture was... The reactants are C(C)(C)(C)NCC(COC1=C(C(=O)CCC(=O)OC)C=CC(=C1)C)O (Methyl 3-[2-(3-t-butylamino-2-hydroxypropoxy)-4-methylbenzoyl]propionate), O.NN (hydrazine hydrate). Product: C(C)(C)(C)NCC(COC1=C(C=CC(=C1)C)C=1CCC(NN1)=O)O (6-[2-(3 -t-butylamino-2-hydroxypropoxy)-4-methylphenyl]-4,5-dihydro-3(2H)-pyridazinone). As a reaction SMILES: [C:1]([NH:5][CH2:6][CH:7]([OH:25])[CH2:8][O:9][C:10]1[CH:23]=[C:22]([CH3:24])[CH:21]=[CH:20][C:11]=1[C:12]([CH2:14][CH2:15][C:16](OC)=[O:17])=O)([CH3:4])([CH3:3])[CH3:2].O.[NH2:27][NH2:28]>>[C:1]([NH:5][CH2:6][CH:7]([OH:25])[CH2:8][O:9][C:10]1[CH:23]=[C:22]([CH3:24])[CH:21]=[CH:20][C:11]=1[C:12]1[CH2:14][CH2:15][C:16](=[O:17])[NH:27][N:28]=1)([CH3:4])([CH3:3])[CH3:2] |f:1.2|. Procedure details: Methyl 3-[2-(3-t-butylamino-2-hydroxypropoxy)-4-methylbenzoyl]propionate was cyclised with hydrazine hydrate in a manner similar to that described in Example 2(ii) to give 6-[2-(3 -t-butylamino-2-hydroxypropoxy)-4-methylphenyl]-4,5-dihydro-3(2H)-pyridazinone (m.p. 129.5°-130.5° C). The hydrochloride, crystallised from ethanol-ether, had m.p. 206.5°-209.5° C.